This data is from the Open Reaction Database (ORD), a public repository of structured organic reaction records. The task is: describe an organic reaction: reactants, conditions, products, and yield Starting materials: BrC=1C=CC(=C2C(N(CC12)C)=O)NC1=NC(=NC=C1C(F)(F)F)NC1=CC=C(CP(OCC)(OCC)=O)C=C1 (Diethyl [4-({4-[(7-bromo-2-methyl-3-oxo-2,3-dihydro-1H-isoindol-4-yl)amino]-5(trifluoromethyl)pyrimidin-2-yl}amino)benzyl]phosphonate), [O-]P(=O)([O-])[O-].[K+].[K+].[K+] (K3PO4), ( 100 ), N1CCS(CC1)(=O)=O (thiomorpholine-1,1-dioxide), C(=O)([O-])[O-].[Cs+].[Cs+] (Cs2CO3). Yields the product O=S1(CCN(CC1)C=1C=CC(=C2C(N(CC12)C)=O)NC1=NC(=NC=C1C(F)(F)F)NC1=CC=C(CP(OCC)(OCC)=O)C=C1)=O (Diethyl (4-{[4-{[7-(1,1-dioxidothiomorpholin-4-yl)-2-methyl-3-oxo-2,3-dihydro-1H-isoindol-4-yl]amino}-5-(trifluoromethyl)pyrimidin-2-yl]amino}benzyl)phosphonate). RXN SMILES: Br[C:2]1[CH:3]=[CH:4][C:5]([NH:13][C:14]2[C:19]([C:20]([F:23])([F:22])[F:21])=[CH:18][N:17]=[C:16]([NH:24][C:25]3[CH:39]=[CH:38][C:28]([CH2:29][P:30](=[O:37])([O:34][CH2:35][CH3:36])[O:31][CH2:32][CH3:33])=[CH:27][CH:26]=3)[N:15]=2)=[C:6]2[C:10]=1[CH2:9][N:8]([CH3:11])[C:7]2=[O:12].[NH:40]1[CH2:45][CH2:44][S:43](=[O:47])(=[O:46])[CH2:42][CH2:41]1.C([O-])([O-])=O.[Cs+].[Cs+].[O-]P([O-])([O-])=O.[K+].[K+].[K+]>>[O:46]=[S:43]1(=[O:47])[CH2:44][CH2:45][N:40]([C:2]2[CH:3]=[CH:4][C:5]([NH:13][C:14]3[C:19]([C:20]([F:23])([F:22])[F:21])=[CH:18][N:17]=[C:16]([NH:24][C:25]4[CH:39]=[CH:38][C:28]([CH2:29][P:30](=[O:37])([O:34][CH2:35][CH3:36])[O:31][CH2:32][CH3:33])=[CH:27][CH:26]=4)[N:15]=3)=[C:6]3[C:10]=2[CH2:9][N:8]([CH3:11])[C:7]3=[O:12])[CH2:41][CH2:42]1 |f:2.3.4,5.6.7.8|. Procedure details: The title compound was prepared according to the procedure for Example 199 using Diethyl [4-({4-[(7-bromo-2-methyl-3-oxo-2,3-dihydro-1H-isoindol-4-yl)amino]-5(trifluoromethyl)pyrimidin-2-yl}amino)benzyl]phosphonate and thiomorpholine-1,1-dioxide and replacing Cs2CO3, with K3PO4. MS (ES+): m/z 683.25 (100) [MH+]; HPLC: tR=0.98 min (UPLC, purity). RXN SMILES: [CH3:45][N:46]([CH3:47])[CH:48]=[O:49].[CH3:50][C:51](=[O:52])[OH:53].[CH:1]1([n:4]2[cH:5][c:6]([C:38](=[O:39])[O:40][CH2:41][CH3:42])[c:7](=[O:37])[c:8]3[cH:9][c:10]([F:36])[c:11]([C:15]#[C:16][c:17]4[c:18]([O:34][CH3:35])[c:19]([O:32][CH3:33])[cH:20][c:21]([CH2:23][c:24]5[c:25]([NH2:31])[n:26][c:27]([NH2:30])[n:28][cH:29]5)[cH:22]4)[c:12]([F:14])[c:13]23)[CH2:2][CH2:3]1.[H:43][H:44]>>[CH:1]1([n:4]2[cH:5][c:6]([C:38](=[O:39])[O:40][CH2:41][CH3:42])[c:7](=[O:37])[c:8]3[cH:9][c:10]([F:36])[c:11]([CH2:15][CH2:16][c:17]4[c:18]([O:34][CH3:35])[c:19]([O:32][CH3:33])[cH:20][c:21]([CH2:23][c:24]5[c:25]([NH2:31])[n:26][c:27]([NH2:30])[n:28][cH:29]5)[cH:22]4)[c:12]([F:14])[c:13]23)[CH2:2][CH2:3]1. Yields the product CCOC(=O)c1cn(C2CC2)c2c(F)c(CCc3cc(Cc4cnc(N)nc4N)cc(OC)c3OC)c(F)cc2c1=O. The reactants are CN(C)C=O, CC(=O)O, CCOC(=O)c1cn(C2CC2)c2c(F)c(C#Cc3cc(Cc4cnc(N)nc4N)cc(OC)c3OC)c(F)cc2c1=O, [H][H]. Starting materials: C1CCOC1, COC(=O)C1CCC2CC=CCC(N)C(=O)N21, Cl, [Li+], [OH-], O. Product: NC1CC=CCC2CCC(C(=O)O)N2C1=O. As a reaction SMILES: [CH2:21]1[O:22][CH2:23][CH2:24][CH2:25]1.[CH3:1][O:2][C:3](=[O:4])[CH:5]1[CH2:6][CH2:7][CH:8]2[N:9]1[C:10](=[O:17])[CH:11]([NH2:16])[CH2:12][CH:13]=[CH:14][CH2:15]2.[ClH:20].[Li+:19].[OH-:18].[OH2:26]>>[O:2]=[C:3]([OH:4])[CH:5]1[CH2:6][CH2:7][CH:8]2[N:9]1[C:10](=[O:17])[CH:11]([NH2:16])[CH2:12][CH:13]=[CH:14][CH2:15]2. Reactants: C(C)OC(=O)C=1N=C(SC1C(C1=C(C=CC=C1)OC)O)NC(=O)OC(C)(C)C (2-tert-butoxycarbonylamino-5-[hydroxy-(2-methoxy-phenyl)-methyl]-thiazole-4-carboxylic acid ethyl ester), C(C)[SiH](CC)CC (triethylsilane), FC(C(=O)O)(F)F (trifluoroacetic acid). Run in ClCCl (dichloromethane). Product: C(C)OC(=O)C=1N=C(SC1CC1=C(C=CC=C1)OC)N (2-Amino-5-(2-methoxy-benzyl)-thiazole-4-carboxylic acid ethyl ester). Isolated yield 65.5%. As a reaction SMILES: [CH2:1]([O:3][C:4]([C:6]1[N:7]=[C:8]([NH:21]C(OC(C)(C)C)=O)[S:9][C:10]=1[CH:11](O)[C:12]1[CH:17]=[CH:16][CH:15]=[CH:14][C:13]=1[O:18][CH3:19])=[O:5])[CH3:2].C([SiH](CC)CC)C.FC(F)(F)C(O)=O>ClCCl>[CH2:1]([O:3][C:4]([C:6]1[N:7]=[C:8]([NH2:21])[S:9][C:10]=1[CH2:11][C:12]1[CH:17]=[CH:16][CH:15]=[CH:14][C:13]=1[O:18][CH3:19])=[O:5])[CH3:2]. Reported procedure: A mixture of 2-tert-butoxycarbonylamino-5-[hydroxy-(2-methoxy-phenyl)-methyl]-thiazole-4-carboxylic acid ethyl ester (12 g, 29 mmol), triethylsilane (52 g, 45 mmol), and trifluoroacetic acid (100. g, 89.6 mmol) was stirred for 15 hours in dichloromethane (150 mL). The mixture was evaporated to dryness and then diluted with water. The precipitated solid was filtered and washed with water, diethyl ether, and petroleum ether to give the pure target molecule as a trifluoroacetic acid salt (7.6 g, 19... The product is CC=1C(C=2C(=[N+](C=CC2)CCCS(=O)(=O)[O-])N1)(C)C (3-(2,3,3-Trimethyl-3H-pyrrolo[2,3-b]pyridin-7-ium-7-yl)propane-1-sulfonate). Run at temperature 60 celsius. Isolated yield 138.7%. The solvent is C(C)(=O)OCC (ethyl acetate), C(C)(=O)OCC (ethyl acetate), C(C)#N (acetonitrile). As a reaction SMILES: [CH3:1][C:2]1[C:3]([CH3:12])([CH3:11])[C:4]2[C:5]([N:10]=1)=[N:6][CH:7]=[CH:8][CH:9]=2.[CH2:13]1[CH2:19][S:16](=[O:18])(=[O:17])[O:15][CH2:14]1>C(#N)C.C(OCC)(=O)C>[CH3:1][C:2]1[C:3]([CH3:12])([CH3:11])[C:4]2[C:5]([N:10]=1)=[N+:6]([CH2:14][CH2:13][CH2:19][S:16]([O-:18])(=[O:17])=[O:15])[CH:7]=[CH:8][CH:9]=2. Procedure details: A mixture of 9 g of 2,3,3-trimethyl-3H-pyrrolo[2,3-b]pyridine and 20.6 g of 1,3-propanesultone is heated at 60° C. for 3 h. The reaction mixture is then dissolved in 100 mL of acetonitrile, and 300 mL of ethyl acetate is added. The resulting sticky solid is again stirred in 300 mL of ethyl acetate to yield 22 g of the product. Reactants: CC=1C(C=2C(=NC=CC2)N1)(C)C (2,3,3-trimethyl-3H-pyrrolo[2,3-b]pyridine), C1COS(=O)(=O)C1 (1,3-propanesultone).